Dataset: the Open Reaction Database (ORD), a public repository of structured organic reaction records. Task: describe an organic reaction: reactants, conditions, products, and yield Starting materials: ClC1=C(C=C(C=C1)C(C)(C)C1=CN=C(N1C1=CC=C(C=C1)F)N)OC (5-(2-(4-chloro-3-methoxyphenyl)propan-2-yl)-1-(4-fluorophenyl)-1H-imidazol-2-amine), N1=CC=CC=C1 (pyridine), ClC1=C(C(=O)Cl)C(=CC=C1)F (2-chloro-6-fluorobenzoyl chloride). Run in C(Cl)Cl (DCM), C(Cl)Cl (DCM). Conditions: time 2 hour. The product is ClC1=C(C(=O)NC=2N(C(=CN2)C(C)(C)C2=CC(=C(C=C2)Cl)OC)C2=CC=C(C=C2)F)C(=CC=C1)F (2-chloro-N-(5-(2-(4-chloro-3-methoxyphenyl)propan-2-yl)-1-(4-fluorophenyl)-1H-imidazol-2-yl)-6-fluorobenzamide). Isolated yield 6.7%. Reaction SMILES: [Cl:1][C:2]1[CH:7]=[CH:6][C:5]([C:8]([C:11]2[N:15]([C:16]3[CH:21]=[CH:20][C:19]([F:22])=[CH:18][CH:17]=3)[C:14]([NH2:23])=[N:13][CH:12]=2)([CH3:10])[CH3:9])=[CH:4][C:3]=1[O:24][CH3:25].N1C=CC=CC=1.[Cl:32][C:33]1[CH:41]=[CH:40][CH:39]=[C:38]([F:42])[C:34]=1[C:35](Cl)=[O:36]>C(Cl)Cl>[Cl:32][C:33]1[CH:41]=[CH:40][CH:39]=[C:38]([F:42])[C:34]=1[C:35]([NH:23][C:14]1[N:15]([C:16]2[CH:21]=[CH:20][C:19]([F:22])=[CH:18][CH:17]=2)[C:11]([C:8]([C:5]2[CH:6]=[CH:7][C:2]([Cl:1])=[C:3]([O:24][CH3:25])[CH:4]=2)([CH3:10])[CH3:9])=[CH:12][N:13]=1)=[O:36]. Reported procedure: To a 0° C. solution of 5-(2-(4-chloro-3-methoxyphenyl)propan-2-yl)-1-(4-fluorophenyl)-1H-imidazol-2-amine (93 mg, 0.26 mmol) and pyridine (0.05 mL, 0.52 mmol) in DCM (1.5 mL) was added 2-chloro-6-fluorobenzoyl chloride (0.050 g, 0.26 mmol) in DCM (0.5 mL). After stirring 2 h at ambient temperature, the reaction was quenched with water. The mixture was extracted with DCM (3×5 mL) and dried with MgSO4. The residue was purified by HPLC (10-99%, MeCN/H2O with 0.05% TFA) to afford the title compound ...